The task is: describe an organic reaction: reactants, conditions, products, and yield. This data is from the Open Reaction Database (ORD), a public repository of structured organic reaction records. The reactants are Cn1ccc(=O)c(OCc2ccccc2)c1, CO. The product is Cn1ccc(=O)c(O)c1. As a reaction SMILES: [CH2:1]([c:2]1[cH:3][cH:4][cH:5][cH:6][cH:7]1)[O:8][c:9]1[cH:10][n:11]([CH3:16])[cH:12][cH:13][c:14]1=[O:15].[CH3:17][OH:18]>>[OH:8][c:9]1[cH:10][n:11]([CH3:16])[cH:12][cH:13][c:14]1=[O:15]. Reactants: O=C([O-])O, COS(=O)(=O)OC, CC(C)=O, [K+], CC(=O)CC1C(C(=O)O)C1(C)C. Yields the product COC(=O)C1C(CC(C)=O)C1(C)C. Reaction SMILES: [C:13](=[O:14])([OH:15])[O-:16].[CH3:18][O:19][S:20]([O:21][CH3:22])(=[O:23])=[O:24].[CH3:25][C:26](=[O:27])[CH3:28].[K+:17].[O:1]=[C:2]([CH2:3][CH:4]1[C:5]([CH3:10])([CH3:11])[CH:6]1[C:7](=[O:8])[OH:9])[CH3:12]>>[O:1]=[C:2]([CH2:3][CH:4]1[C:5]([CH3:10])([CH3:11])[CH:6]1[C:7](=[O:8])[O:9][CH3:13])[CH3:12]. Reagents/catalysts: [Pd] (Pd/C). Solvent: CCOC(=O)C (EtOAc), CO (MeOH). Starting materials: FC1=C(C=C(C(=C1)F)NC(C(C)C)=O)C=1CCN(CC1)C(=O)OC(C)(C)C (tert-butyl 4-[2,4-difluoro-5-(isobutyrylamino)phenyl]-3,6-dihydro-1(2H)-pyridinecarboxylate). Product: FC1=C(C=C(C(=C1)F)NC(C(C)C)=O)C1CCN(CC1)C(=O)OC(C)(C)C (tert-butyl 4-[2,4-difluoro-5-(isobutyrylamino)phenyl]-1-piperidinecarboxylate). RXN SMILES: [F:1][C:2]1[CH:7]=[C:6]([F:8])[C:5]([NH:9][C:10](=[O:14])[CH:11]([CH3:13])[CH3:12])=[CH:4][C:3]=1[C:15]1[CH2:16][CH2:17][N:18]([C:21]([O:23][C:24]([CH3:27])([CH3:26])[CH3:25])=[O:22])[CH2:19][CH:20]=1>CCOC(C)=O.CO.[Pd]>[F:1][C:2]1[CH:7]=[C:6]([F:8])[C:5]([NH:9][C:10](=[O:14])[CH:11]([CH3:13])[CH3:12])=[CH:4][C:3]=1[CH:15]1[CH2:16][CH2:17][N:18]([C:21]([O:23][C:24]([CH3:26])([CH3:25])[CH3:27])=[O:22])[CH2:19][CH2:20]1. Isolated yield 84.6%. Reported procedure: A solution of tert-butyl 4-[2,4-difluoro-5-(isobutyrylamino)phenyl]-3,6-dihydro-1(2H)-pyridinecarboxylate (2.40 g, 6.31 mmol) and 10% Pd/C (500 mg) in EtOAc (40.0 mL) and MeOH (10.0 mL) was hydrogenated (200 psi) at room temperature overnight. The reaction mixture was filtered through celite and washed with ethanol (3×10 mL). The combined extracts were concentrated in vacuo to afford 2.04 g (5.34 mmol, 85%) of tert-butyl 4-[2,4-difluoro-5-(isobutyrylamino)phenyl]-1-piperidinecarboxylate: ESMS m/... The reactants are [BH4-], CC1(C)c2cc(C#N)ccc2OC1O, CO, [Na+], [Na+], [OH-], O. Product: CC(C)(CO)c1cc(C#N)ccc1O. As a reaction SMILES: [BH4-:17].[C:1](#[N:2])[c:3]1[cH:4][cH:5][c:6]2[c:7]([cH:14]1)[C:8]([CH3:12])([CH3:13])[CH:9]([OH:11])[O:10]2.[CH3:19][OH:20].[Na+:16].[Na+:18].[OH-:15].[OH2:21]>>[C:1](#[N:2])[c:3]1[cH:4][cH:5][c:6]([OH:10])[c:7]([C:8]([CH2:9][OH:11])([CH3:12])[CH3:13])[cH:14]1.